describe an organic reaction: reactants, conditions, products, and yield From a dataset of the Open Reaction Database (ORD), a public repository of structured organic reaction records. The reactants are 14, OC1=C(C=CC=C1)NC(=S)NCC1=CC=NC=C1 (N-(2-hydroxyphenyl)-N'-(4-pyridinylmethyl)-thiourea), [S] (sulfur), CC(C)O (2-propanol). Reagents/catalysts: [Hg]=O (mercury(II) oxide). Solvent: C(C)#N (acetonitrile). The product is N1=CC=C(C=C1)CNC=1OC2=C(N1)C=CC=C2 (N-(4-pyridinylmethyl)-2-benzoxazolamine). Yield: 56.0%. RXN SMILES: [OH:1][C:2]1[CH:7]=[CH:6][CH:5]=[CH:4][C:3]=1[NH:8][C:9]([NH:11][CH2:12][C:13]1[CH:18]=[CH:17][N:16]=[CH:15][CH:14]=1)=S.[S].CC(O)C>[Hg]=O.C(#N)C>[N:16]1[CH:17]=[CH:18][C:13]([CH2:12][NH:11][C:9]2[O:1][C:2]3[CH:7]=[CH:6][CH:5]=[CH:4][C:3]=3[N:8]=2)=[CH:14][CH:15]=1 |^3:18|. Reported procedure: A mixture of 14 parts of N-(2-hydroxyphenyl)-N'-(4-pyridinylmethyl)-thiourea, 20 parts of mercury(II) oxide, 1 part of sulfur, 160 parts of 2-propanol and 160 parts of acetonitrile was stirred and refluxed for 14 hours. The reaction mixture was filtered over diatomaceous earth and the filtrate was evaporated. The oily residue was crystallized from acetonitrile, yielding 6.8 parts (56%) of N-(4-pyridinylmethyl)-2-benzoxazolamine; mp. 147.9° C. (intermediate 74). The reactants are O=C([O-])O, C=C(OCCCC)c1ccc(-c2ccc(C(C)(c3ccc(OCc4ncccn4)cn3)C(C)C)cc2)nn1, CCO, [Cl-], Cl, [Na+], [Na+], O. Yields the product CC(=O)c1ccc(-c2ccc(C(C)(c3ccc(OCc4ncccn4)cn3)C(C)C)cc2)nn1. As a reaction SMILES: [C:40](=[O:41])([OH:42])[O-:43].[CH2:2]([CH2:3][CH2:4][CH3:5])[O:6][C:7](=[CH2:8])[c:9]1[n:10][n:11][c:12](-[c:15]2[cH:16][cH:17][c:18]([C:21]([CH:22]([CH3:23])[CH3:24])([c:25]3[n:26][cH:27][c:28]([O:31][CH2:32][c:33]4[n:34][cH:35][cH:36][cH:37][n:38]4)[cH:29][cH:30]3)[CH3:39])[cH:19][cH:20]2)[cH:13][cH:14]1.[CH3:47][CH2:48][OH:49].[Cl-:46].[ClH:1].[Na+:44].[Na+:45].[OH2:50]>>[O:6]=[C:7]([CH3:8])[c:9]1[n:10][n:11][c:12](-[c:15]2[cH:16][cH:17][c:18]([C:21]([CH:22]([CH3:23])[CH3:24])([c:25]3[n:26][cH:27][c:28]([O:31][CH2:32][c:33]4[n:34][cH:35][cH:36][cH:37][n:38]4)[cH:29][cH:30]3)[CH3:39])[cH:19][cH:20]2)[cH:13][cH:14]1. Starting materials: [OH-].[Na+] (sodium hydroxide), C1(CCCC1)C(C(=O)NC=1C=C(C=CC1)CCC(=O)OCC)C1=CC=C(C=C1)CN1N=C(OCC1=O)C1=CC=CC=C1 (ethyl 3-{3-[(cyclopentyl{4-[(5-oxo-2-phenyl-5,6-dihydro-4H-1,3,4-oxadiazin-4-yl)methyl]phenyl}acetyl)amino]phenyl}propanoate), Cl (hydrochloric acid). Solvent: O1CCOCC1.O (dioxane water). Run at time 8 hour. Yields the product C1(CCCC1)C(C(=O)NC=1C=C(C=CC1)CCC(=O)O)C1=CC=C(C=C1)CN1N=C(OCC1=O)C1=CC=CC=C1 (3-{3-[(Cyclopentyl{4-[(5-oxo-2-phenyl-5,6-dihydro-4H-1,3,4-oxadiazin-4-yl)methyl]phenyl}acetyl)amino]phenyl}propanoic acid). As a reaction SMILES: [OH-].[Na+].[CH:3]1([CH:8]([C:25]2[CH:30]=[CH:29][C:28]([CH2:31][N:32]3[C:37](=[O:38])[CH2:36][O:35][C:34]([C:39]4[CH:44]=[CH:43][CH:42]=[CH:41][CH:40]=4)=[N:33]3)=[CH:27][CH:26]=2)[C:9]([NH:11][C:12]2[CH:13]=[C:14]([CH2:18][CH2:19][C:20]([O:22]CC)=[O:21])[CH:15]=[CH:16][CH:17]=2)=[O:10])[CH2:7][CH2:6][CH2:5][CH2:4]1.Cl>O1CCOCC1.O>[CH:3]1([CH:8]([C:25]2[CH:30]=[CH:29][C:28]([CH2:31][N:32]3[C:37](=[O:38])[CH2:36][O:35][C:34]([C:39]4[CH:40]=[CH:41][CH:42]=[CH:43][CH:44]=4)=[N:33]3)=[CH:27][CH:26]=2)[C:9]([NH:11][C:12]2[CH:13]=[C:14]([CH2:18][CH2:19][C:20]([OH:22])=[O:21])[CH:15]=[CH:16][CH:17]=2)=[O:10])[CH2:4][CH2:5][CH2:6][CH2:7]1 |f:0.1,4.5|. Procedure: 11.05 ml of 1 N aqueous sodium hydroxide solution were added to a solution of 4.18 g (7.363 mmol) of ethyl 3-{3-[(cyclopentyl{4-[(5-oxo-2-phenyl-5,6-dihydro-4H-1,3,4-oxadiazin-4-yl)methyl]phenyl}acetyl)amino]phenyl}propanoate (Example 180A) in 195 ml of dioxane/water (4:1 v/v). The mixture was stirred at room temperature overnight and then acidified to pH 1 with 1 N hydrochloric acid and extracted repeatedly with ethyl acetate. The combined organic phases were washed with saturated sodium chlori... Reactants: ClC=1N=CC=C2C1N(C(=C2C)C)CC2=CC=C(C=C2)F (7-chloro-1-(4-fluorobenzyl)-2,3-dimethyl-1H-pyrrolo[2,3-c]pyridine), CC1=CC=C(CN)C=C1 (4-methylbenzylamine). The product is Cl.FC1=CC=C(CN2C(=C(C=3C2=C(N=CC3)NCC3=CC=C(C=C3)C)C)C)C=C1 (1-(4-fluorobenzyl)-2,3-dimethyl-7-(4-methylbenzylamino)-1H-pyrrolo[2,3-c]pyridine hydrochloride). The yield is 45.0%. As a reaction SMILES: [Cl:1][C:2]1[N:3]=[CH:4][CH:5]=[C:6]2[C:10]([CH3:11])=[C:9]([CH3:12])[N:8]([CH2:13][C:14]3[CH:19]=[CH:18][C:17]([F:20])=[CH:16][CH:15]=3)[C:7]=12.[CH3:21][C:22]1[CH:29]=[CH:28][C:25]([CH2:26][NH2:27])=[CH:24][CH:23]=1>>[ClH:1].[F:20][C:17]1[CH:18]=[CH:19][C:14]([CH2:13][N:8]2[C:7]3=[C:2]([NH:27][CH2:26][C:25]4[CH:28]=[CH:29][C:22]([CH3:21])=[CH:23][CH:24]=4)[N:3]=[CH:4][CH:5]=[C:6]3[C:10]([CH3:11])=[C:9]2[CH3:12])=[CH:15][CH:16]=1 |f:2.3|. Procedure details: In accordance with the same procedures as in Step 3 of Example 198, except for using 7-chloro-1-(4-fluorobenzyl)-2,3-dimethyl-1H-pyrrolo[2,3-c]pyridine prepared in Step 1 and 4-methylbenzylamine, the titled compound was obtained as a white solid. (Yield: 45%)